This data is from the Open Reaction Database (ORD), a public repository of structured organic reaction records. The task is: describe an organic reaction: reactants, conditions, products, and yield Reactants: [BH4-], CO, O=C(c1ccc([N+](=O)[O-])cc1)c1cc2ccccc2o1, [Na+]. Yields the product O=[N+]([O-])c1ccc(C(O)c2cc3ccccc3o2)cc1. RXN SMILES: [BH4-:1].[CH3:23][OH:24].[N+:3](=[O:4])([O-:5])[c:6]1[cH:7][cH:8][c:9]([C:10](=[O:11])[c:12]2[o:13][c:14]3[c:15]([cH:16]2)[cH:17][cH:18][cH:19][cH:20]3)[cH:21][cH:22]1.[Na+:2]>>[N+:3](=[O:4])([O-:5])[c:6]1[cH:7][cH:8][c:9]([CH:10]([OH:11])[c:12]2[o:13][c:14]3[c:15]([cH:16]2)[cH:17][cH:18][cH:19][cH:20]3)[cH:21][cH:22]1. The reactants are Cc1nc2c(s1)C(=O)C=C(NCCCBr)C2=O, COc1ccc(CNCCCNC2=CC(=O)c3sc(C)nc3C2=O)cc1, CC#N, CCN(C(C)C)C(C)C, [I-], [Na+]. Yields the product COc1ccc(CN(CCCNC2=CC(=O)c3sc(C)nc3C2=O)CCCNC2=CC(=O)c3sc(C)nc3C2=O)cc1. As a reaction SMILES: [Br:10][CH2:11][CH2:12][CH2:13][NH:14][C:15]1=[CH:16][C:17](=[O:26])[c:18]2[c:19]([n:20][c:21]([CH3:23])[s:22]2)[C:24]1=[O:25].[CH3:29][O:30][c:31]1[cH:32][cH:33][c:34]([CH2:35][NH:36][CH2:37][CH2:38][CH2:39][NH:40][C:41]2=[CH:42][C:43](=[O:52])[c:44]3[c:45]([n:46][c:47]([CH3:49])[s:48]3)[C:50]2=[O:51])[cH:53][cH:54]1.[CH3:55][C:56]#[N:57].[CH:1]([N:2]([CH:3]([CH3:4])[CH3:5])[CH2:6][CH3:7])([CH3:8])[CH3:9].[I-:28].[Na+:27]>>[CH2:11]([CH2:12][CH2:13][NH:14][C:15]1=[CH:16][C:17](=[O:26])[c:18]2[c:19]([n:20][c:21]([CH3:23])[s:22]2)[C:24]1=[O:25])[N:36]([CH2:35][c:34]1[cH:33][cH:32][c:31]([O:30][CH3:29])[cH:54][cH:53]1)[CH2:37][CH2:38][CH2:39][NH:40][C:41]1=[CH:42][C:43](=[O:52])[c:44]2[c:45]([n:46][c:47]([CH3:49])[s:48]2)[C:50]1=[O:51].